Dataset: the Open Reaction Database (ORD), a public repository of structured organic reaction records. Task: describe an organic reaction: reactants, conditions, products, and yield Starting materials: [BH4-].[Na+] (sodium borohydride), [Si](C)(C)(C(C)(C)C)OCC=1C=C(C=CC1)\C=C\C(CCCCCCCC)=O (1-[3-(tert-butyldimethylsilyloxymethyl)-phenyl]-(1E)-undecen-3-one), C(C)(=O)O (acetic acid). The solvent is O (water), CO (methanol). Reaction conditions: time 1 hour. Yields the product [Si](C)(C)(C(C)(C)C)OCC=1C=C(C=CC1)\C=C\C(CCCCCCCC)O (1-[3-(tert-butyldimethylsilyloxymethyl)-phenyl]-(1E)-undecen-3-ol). Yield: 86.5%. Reaction SMILES: [BH4-].[Na+].[Si:3]([O:10][CH2:11][C:12]1[CH:13]=[C:14](/[CH:18]=[CH:19]/[C:20](=[O:29])[CH2:21][CH2:22][CH2:23][CH2:24][CH2:25][CH2:26][CH2:27][CH3:28])[CH:15]=[CH:16][CH:17]=1)([C:6]([CH3:9])([CH3:8])[CH3:7])([CH3:5])[CH3:4].C(O)(=O)C>CO.O>[Si:3]([O:10][CH2:11][C:12]1[CH:13]=[C:14](/[CH:18]=[CH:19]/[CH:20]([OH:29])[CH2:21][CH2:22][CH2:23][CH2:24][CH2:25][CH2:26][CH2:27][CH3:28])[CH:15]=[CH:16][CH:17]=1)([C:6]([CH3:9])([CH3:8])[CH3:7])([CH3:5])[CH3:4] |f:0.1|. Procedure details: 483 mg of sodium borohydride is added to a solution of 6.5 g of the above-produced ketone in 270 ml of methanol under argon at 0° C. and stirred for one hour at this temperature. Then, it is mixed with 1.5 ml of glacial acetic acid, diluted with 150 ml of water and extracted three times with 200 ml of ethyl acetate each. The organic phase is washed neutral with brine, dried on magnesium sulfate and concentrated by evaporation in a vacuum. The residue is chromatographed on silica gel. With hexane... RXN SMILES: [F:1][C:2]([F:24])([F:23])[C:3]1[N:8]2[C:9]3[CH:15]=[CH:14][CH:13]=[CH:12][C:10]=3[N:11]=[C:7]2[N:6]=[C:5]([C:16]2[CH:22]=[CH:21][C:19]([NH2:20])=[CH:18][CH:17]=2)[CH:4]=1.[F:25][CH2:26][CH2:27][CH2:28]O>>[F:25][CH2:26][CH2:27][CH2:28][NH:20][C:19]1[CH:21]=[CH:22][C:16]([C:5]2[CH:4]=[C:3]([C:2]([F:1])([F:23])[F:24])[N:8]3[C:9]4[CH:15]=[CH:14][CH:13]=[CH:12][C:10]=4[N:11]=[C:7]3[N:6]=2)=[CH:17][CH:18]=1. Procedure details: The title compound was prepared using General Procedure S from 4-(4-(trifluoromethyl)benzo[4,5]imidazo[1,2-a]pyrimidin-2-yl)aniline and 3-fluoropropan-1-ol on a 0.03 mmol scale. N-(3-Fluoropropyl)-4-(4-(trifluoromethyl)benzo[4,5]imidazo[1,2-a]pyrimidin-2-yl)aniline (T693) was obtained as a orange solid (3.9 mg, 33%). 1H NMR (400 MHz, DMSO-d6): δ 8.25 (d, J=8.8, 2H), 8.07 (s, 1H), 7.94 (d, J=8.4 Hz, 1H), 7.88 (d, J=8.0 Hz, 1H), 7.57 (t, J=7.6 Hz, 1H), 7.46 (t, J=7.6 Hz, 1H), 6.81 (t, J=5.2 Hz, 1H... Isolated yield 33.0%. The reactants are FC(C1=CC(=NC=2N1C1=C(N2)C=CC=C1)C1=CC=C(N)C=C1)(F)F (4-(4-(trifluoromethyl)benzo[4,5]imidazo[1,2-a]pyrimidin-2-yl)aniline), FCCCO (3-fluoropropan-1-ol). The product is FCCCNC1=CC=C(C=C1)C1=NC=2N(C(=C1)C(F)(F)F)C1=C(N2)C=CC=C1 (N-(3-Fluoropropyl)-4-(4-(trifluoromethyl)benzo[4,5]imidazo[1,2-a]pyrimidin-2-yl)aniline), solid.